The task is: describe an organic reaction: reactants, conditions, products, and yield. This data is from the Open Reaction Database (ORD), a public repository of structured organic reaction records. Starting materials: Cl.Cl.NCC1(CCN(CC1)CCCCCC(C1=CC=CC=C1)=O)OC (4-Aminomethyl-4-methoxy-1-(6-oxo-6-phenylhexyl)piperidine dihydrochloride), C(C)N=C=NCCCN(C)C (1-ethyl-3-(3-dimethylaminopropyl)carbodiimide), NC1=CC(=C(C(=O)O)C=C1Cl)OC (4-amino-5-chloro-2-methoxybenzoic acid), ON1N=NC2=C1C=CC=C2 (1-hydroxybenzotriazole). Solvent: C(C)N(CC)CC (triethylamine). The product is NC1=CC(=C(C(=O)NCC2(CCN(CC2)CCCCCC(C2=CC=CC=C2)=O)OC)C=C1Cl)OC (4-amino-5-chloro-2-methoxy-N-((4-methoxy-1-(6-oxo-6-phenylhexyl)piperidin-4-yl)methyl)benzamide). Yield: 49.5%. Reaction SMILES: Cl.Cl.[NH2:3][CH2:4][C:5]1([O:24][CH3:25])[CH2:10][CH2:9][N:8]([CH2:11][CH2:12][CH2:13][CH2:14][CH2:15][C:16](=[O:23])[C:17]2[CH:22]=[CH:21][CH:20]=[CH:19][CH:18]=2)[CH2:7][CH2:6]1.[NH2:26][C:27]1[C:35]([Cl:36])=[CH:34][C:30]([C:31](O)=[O:32])=[C:29]([O:37][CH3:38])[CH:28]=1.ON1C2C=CC=CC=2N=N1.C(N=C=NCCCN(C)C)C>C(N(CC)CC)C>[NH2:26][C:27]1[C:35]([Cl:36])=[CH:34][C:30]([C:31]([NH:3][CH2:4][C:5]2([O:24][CH3:25])[CH2:10][CH2:9][N:8]([CH2:11][CH2:12][CH2:13][CH2:14][CH2:15][C:16](=[O:23])[C:17]3[CH:18]=[CH:19][CH:20]=[CH:21][CH:22]=3)[CH2:7][CH2:6]2)=[O:32])=[C:29]([O:37][CH3:38])[CH:28]=1 |f:0.1.2|. Reported procedure: 4-Aminomethyl-4-methoxy-1-(6-oxo-6-phenylhexyl)piperidine dihydrochloride (2.25 g) as starting compound, triethylamine (2.4 ml), 4-amino-5-chloro-2-methoxybenzoic acid (1.16 g), 1-hydroxybenzotriazole (0.815 g) and 1-ethyl-3-(3-dimethylaminopropyl)carbodiimide (1.16 g) were reacted and treated in the same manner as in Example 270 to give 1.43 g of 4-amino-5-chloro-2-methoxy-N-((4-methoxy-1-(6-oxo-6-phenylhexyl)piperidin-4-yl)methyl)benzamide. Yields the product C=CCC1(C)CC(c2cccc(Cl)c2)C(c2ccc(Cl)cc2)N(C(CC)CSc2ccccc2)C1=O. As a reaction SMILES: [C:31]([CH:32]=[P:33]([CH2:34][CH2:35][CH2:36][CH3:37])([CH2:38][CH2:39][CH2:40][CH3:41])[CH2:42][CH2:43][CH2:44][CH3:45])#[N:46].[CH2:1]([CH:2]=[CH2:3])[C:4]1([CH3:30])[C:5](=[O:29])[N:6]([CH:24]([CH2:25][OH:26])[CH2:27][CH3:28])[CH:7]([c:17]2[cH:18][cH:19][c:20]([Cl:23])[cH:21][cH:22]2)[CH:8]([c:10]2[cH:11][c:12]([Cl:16])[cH:13][cH:14][cH:15]2)[CH2:9]1.[CH3:54][c:55]1[cH:56][cH:57][cH:58][cH:59][cH:60]1.[SH:47][c:48]1[cH:49][cH:50][cH:51][cH:52][cH:53]1>>[CH2:1]([CH:2]=[CH2:3])[C:4]1([CH3:30])[C:5](=[O:29])[N:6]([CH:24]([CH2:25][S:47][c:48]2[cH:49][cH:50][cH:51][cH:52][cH:53]2)[CH2:27][CH3:28])[CH:7]([c:17]2[cH:18][cH:19][c:20]([Cl:23])[cH:21][cH:22]2)[CH:8]([c:10]2[cH:11][c:12]([Cl:16])[cH:13][cH:14][cH:15]2)[CH2:9]1. Reactants: CCCCP(=CC#N)(CCCC)CCCC, C=CCC1(C)CC(c2cccc(Cl)c2)C(c2ccc(Cl)cc2)N(C(CC)CO)C1=O, Cc1ccccc1, Sc1ccccc1. Reactants: C(C)(C)N1N=CN=C1C=1SC=2CCOC3=C(C2N1)C=CC(=C3)C=3C=NN(C3)CCOP(OCC3=CC=CC=C3)(OCC3=CC=CC=C3)=O (Phosphoric acid dibenzyl ester 2-{4-[2-(2-isopropyl-2H-[1,2,4]triazol-3-yl)-4,5-dihydro-6-oxa-3-thia-1-aza-benzo[e]azulen-8-yl]-pyrazol-1-yl}-ethyl ester). Solvent: CO.CCOC(=O)C (methanol EtOAc). Product: C(C)(C)N1N=CN=C1C=1SC=2CCOC3=C(C2N1)C=CC(=C3)C=3C=NN(C3)CCOP(O)(O)=O (phosphoric acid mono-(2-{4-[2-(2-isopropyl-2H-[1,2,4]triazol-3-yl)-4,5-dihydro-6-oxa-3-thia-1-aza-benzo[e]azulen-8-yl]-pyrazol-1-yl}-ethyl) ester). Reaction SMILES: [CH:1]([N:4]1[C:8]([C:9]2[S:10][C:11]3[CH2:12][CH2:13][O:14][C:15]4[CH:22]=[C:21]([C:23]5[CH:24]=[N:25][N:26]([CH2:28][CH2:29][O:30][P:31](=[O:48])([O:40]CC6C=CC=CC=6)[O:32]CC6C=CC=CC=6)[CH:27]=5)[CH:20]=[CH:19][C:16]=4[C:17]=3[N:18]=2)=[N:7][CH:6]=[N:5]1)([CH3:3])[CH3:2]>CO.CCOC(C)=O>[CH:1]([N:4]1[C:8]([C:9]2[S:10][C:11]3[CH2:12][CH2:13][O:14][C:15]4[CH:22]=[C:21]([C:23]5[CH:24]=[N:25][N:26]([CH2:28][CH2:29][O:30][P:31](=[O:32])([OH:40])[OH:48])[CH:27]=5)[CH:20]=[CH:19][C:16]=4[C:17]=3[N:18]=2)=[N:7][CH:6]=[N:5]1)([CH3:3])[CH3:2] |f:1.2|. Procedure details: Phosphoric acid dibenzyl ester 2-{4-[2-(2-isopropyl-2H-[1,2,4]triazol-3-yl)-4,5-dihydro-6-oxa-3-thia-1-aza-benzo[e]azulen-8-yl]-pyrazol-1-yl}-ethyl ester (180 mg, 0.26 mmol) was dissolved in methanol:EtOAc (1:1, 6 mL) and the solution was flushed with bubbling nitrogen. Palladium hydroxide (5% on carbon, 40 mg) was added and the reaction mixture was placed under hydrogen atmosphere (1 atm, balloon) overnight while rapidly stirred. Filtration over celite and concentration of the filtrate gave 482... The reactants are COC(CC1=CC(=C(C=C1)OCC1=C(C=CC=C1)I)C=O)=O ([3-Formyl-4-(2-iodo-benzyloxy)-phenyl]-acetic acid methyl ester), Cl (Hydrochloric acid), C[Si](C)(C)[N-][Si](C)(C)C.[Li+] (Lithium bis(trimethylsilyl)amide), [I-].CN(CCC[P+](C1=CC=CC=C1)(C1=CC=CC=C1)C1=CC=CC=C1)C ((3-Dimethylamino-propyl)-triphenyl-phosphonium iodide). Run in C1(=CC=CC=C1)C (toluene), C1(=CC=CC=C1)C (toluene). Run at time 1 hour. Product: COC(CC1=CC(=C(C=C1)OCC1=C(C=CC=C1)I)C=CCCN(C)C)=O ([3-(4-Dimethylamino-but-1-enyl)-4-(2-iodo-benzyloxy)-phenyl]-acetic acid methyl ester). The yield is 81.1%. As a reaction SMILES: C[Si]([N-][Si](C)(C)C)(C)C.[Li+].[I-].[CH3:12][N:13]([CH3:36])[CH2:14][CH2:15][CH2:16][P+](C1C=CC=CC=1)(C1C=CC=CC=1)C1C=CC=CC=1.[CH3:37][O:38][C:39](=[O:58])[CH2:40][C:41]1[CH:46]=[CH:45][C:44]([O:47][CH2:48][C:49]2[CH:54]=[CH:53][CH:52]=[CH:51][C:50]=2[I:55])=[C:43]([CH:56]=O)[CH:42]=1.Cl>C1(C)C=CC=CC=1>[CH3:37][O:38][C:39](=[O:58])[CH2:40][C:41]1[CH:46]=[CH:45][C:44]([O:47][CH2:48][C:49]2[CH:54]=[CH:53][CH:52]=[CH:51][C:50]=2[I:55])=[C:43]([CH:56]=[CH:16][CH2:15][CH2:14][N:13]([CH3:36])[CH3:12])[CH:42]=1 |f:0.1,2.3|. Procedure details: Lithium bis(trimethylsilyl)amide (LiHMDS) (1M THF, 51.5 ml, 51.5 mmol) was added drop by drop to a dispersion of (3-Dimethylamino-propyl)-triphenyl-phosphonium iodide (24.33 g, 51.2 mmol) in anhydrous toluene (300 ml) at room temperature and in an inert atmosphere. The mixture was stirred at this temperature for 1 hour. Following this a solution of and [3-Formyl-4-(2-iodo-benzyloxy)-phenyl]-acetic acid methyl ester (5 g, 12.2 mmol) in anhydrous toluene was added to the mixture and they were stir... The reactants are ClC1=C2C(=CC=3C=NC=NC13)OC=N2 (4-chlorooxazolo[5,4-g]quinazoline), BrC=1C=C(N)C=CC1 (3-bromoaniline), Cl (HCl). The solvent is C1CCOC1.CC(C)O (THF propan-2-ol). Yields the product BrC=1C=C(NC2=C3C(=CC=4C=NC=NC24)OC=N3)C=CC1 (4-(3-bromoanilino)oxazolo[5,4-g]quinazoline). The yield is 45.5%. RXN SMILES: Cl[C:2]1[C:11]2[N:10]=[CH:9][N:8]=[CH:7][C:6]=2[CH:5]=[C:4]2[O:12][CH:13]=[N:14][C:3]=12.[Br:15][C:16]1[CH:17]=[C:18]([CH:20]=[CH:21][CH:22]=1)[NH2:19].Cl>C1COCC1.CC(O)C>[Br:15][C:16]1[CH:17]=[C:18]([CH:20]=[CH:21][CH:22]=1)[NH:19][C:2]1[C:11]2[N:10]=[CH:9][N:8]=[CH:7][C:6]=2[CH:5]=[C:4]2[O:12][CH:13]=[N:14][C:3]=12 |f:3.4|. Procedure: A mixture of 4-chlorooxazolo[5,4-g]quinazoline (0.24 g, 1.16 mmol) and 3-bromoaniline (0.25 mL, 2.33 mmol) in a THF/propan-2-ol mixture (1:1, 40 mL) containing a trace of concentrated HCl is heated under reflux for 15 min, then concentration to dryness under reduced pressure. The residue is triturated with EtOAc, and then partitioned between saturated aqueous NaHCO3 and EtOAc. Workup of the organic portion gives 4-(3-bromoanilino)oxazolo[5,4-g]quinazoline (0.18 g, 33%) as a yellow powder, mp (Me... Starting materials: BrC=1C=C(C(=NC1)OC(C)C)C (5-bromo-2-isopropoxy-3-methyl-pyridine), B1(OB(OB(O1)C=C)C=C)C=C.C1=CC=NC=C1 (2,4,6-trivinylcyclotriboroxane pyridine complex). The reagents and catalysts are C=1C=CC(=CC1)[P](C=2C=CC=CC2)(C=3C=CC=CC3)[Pd]([P](C=4C=CC=CC4)(C=5C=CC=CC5)C=6C=CC=CC6)([P](C=7C=CC=CC7)(C=8C=CC=CC8)C=9C=CC=CC9)[P](C=1C=CC=CC1)(C=1C=CC=CC1)C=1C=CC=CC1 (Pd(PPh3)4). Run in COCCOC (DME), C(=O)([O-])[O-].[K+].[K+] (K2CO3), CCOCC (ether). Conditions: temperature 80 celsius, time 15 hour. The product is C(C)(C)OC1=NC=C(C=C1C)C=C (2-isopropoxy-3-methyl-5-vinyl-pyridine). Isolated yield 75.4%. As a reaction SMILES: Br[C:2]1[CH:3]=[C:4]([CH3:12])[C:5]([O:8][CH:9]([CH3:11])[CH3:10])=[N:6][CH:7]=1.B1(C=C)OB([CH:19]=[CH2:20])OB(C=C)O1.C1C=CN=CC=1>COCCOC.C([O-])([O-])=O.[K+].[K+].CCOCC.C1C=CC([P]([Pd]([P](C2C=CC=CC=2)(C2C=CC=CC=2)C2C=CC=CC=2)([P](C2C=CC=CC=2)(C2C=CC=CC=2)C2C=CC=CC=2)[P](C2C=CC=CC=2)(C2C=CC=CC=2)C2C=CC=CC=2)(C2C=CC=CC=2)C2C=CC=CC=2)=CC=1>[CH:9]([O:8][C:5]1[C:4]([CH3:12])=[CH:3][C:2]([CH:19]=[CH2:20])=[CH:7][N:6]=1)([CH3:11])[CH3:10] |f:1.2,4.5.6,^1:51,53,72,91|. Procedure: A solution of 5-bromo-2-isopropoxy-3-methyl-pyridine (1.24 g, 5.39 mmol) and 2,4,6-trivinylcyclotriboroxane pyridine complex (1.27 g, 5.26 mmol) in DME (12 mL) and 2 M aq. K2CO3 (5 mL) is degassed and put under argon before Pd(PPh3)4 (112 mg, 0.097 mmol) is added. The mixture is stirred at 80° C. for 15 h before it is cooled to rt, diluted with ether (50 mL), washed with sat. aq. NaHCO3 solution (2×30 mL), dried over MgSO4, filtered and concentrated. The crude product is purified by CC on silica... The reactants are CC1=CC=CC=C1 (Methylbenzene), [OH-].[Na+] (sodium hydroxide), 22.9, FC1=CC=C(C=C1)C(C#N)C1=CC=C(C=C1)F (4-fluoro-α-(4-fluorophenyl)benzeneacetonitrile), BrCCCCl (1-bromo-3-chloropropane). Reagents/catalysts: [Cl-].C(C)[N+](CC1=CC=CC=C1)(CC)CC (N,N,N-triethylbenzenemethanaminium chloride). Run in O (water). Reaction conditions: time 3 hour. Product: ClCCCC(C#N)(C1=CC=C(C=C1)F)C1=CC=C(C=C1)F (α-(3-chloropropyl)-4-fluoro-α-(4-fluorophenyl)benzeneacetonitrile), intermediate 14. Yield: 95.0%. Reaction SMILES: [F:1][C:2]1[CH:7]=[CH:6][C:5]([CH:8]([C:11]2[CH:16]=[CH:15][C:14]([F:17])=[CH:13][CH:12]=2)[C:9]#[N:10])=[CH:4][CH:3]=1.Br[CH2:19][CH2:20][CH2:21][Cl:22].[OH-].[Na+].CC1C=CC=CC=1>[Cl-].C([N+](CC)(CC)CC1C=CC=CC=1)C.O>[Cl:22][CH2:21][CH2:20][CH2:19][C:8]([C:11]1[CH:12]=[CH:13][C:14]([F:17])=[CH:15][CH:16]=1)([C:5]1[CH:6]=[CH:7][C:2]([F:1])=[CH:3][CH:4]=1)[C:9]#[N:10] |f:2.3,5.6|. Procedure details: To a stirred and cooled (ice-bath) mixture of 22.9 parts of 4-fluoro-α-(4-fluorophenyl)benzeneacetonitrile, 23.6 parts of 1-bromo-3-chloropropane and 0.4 parts of N,N,N-triethylbenzenemethanaminium chloride were added dropwise 600 parts of sodium hydroxide solution 50% at a temperature below 30° C. Upon completion, stirring was continued for 3 hours at 50°-60° C. Methylbenzene and water were added and the layers were separated. The organic phase was dried, filtered and evaporated. The residue wa...